From a dataset of the Open Reaction Database (ORD), a public repository of structured organic reaction records. describe an organic reaction: reactants, conditions, products, and yield The reactants are ClC12CC(N(C2CN(C1)C(=O)OCC)C)C (ethyl 5-chloro-2,3-dimethyl -2,7-diazabicyclo[3.3.0]octane-7-carboxylate). Solvent: Cl (hydrochloric acid). Product: ClC12CC(N(C2CNC1)C)C (5-Chloro-2,3-dimethyl-2,7-diazabicyclo[3.3.0]octane). RXN SMILES: [Cl:1][C:2]12[CH2:9][N:8](C(OCC)=O)[CH2:7][CH:6]1[N:5]([CH3:15])[CH:4]([CH3:16])[CH2:3]2>Cl>[Cl:1][C:2]12[CH2:9][NH:8][CH2:7][CH:6]1[N:5]([CH3:15])[CH:4]([CH3:16])[CH2:3]2. Reported procedure: 7.6 g (30.8 mmol) of ethyl 5-chloro-2,3-dimethyl -2,7-diazabicyclo[3.3.0]octane-7-carboxylate are heated under reflux overnight with 30 ml of concentrated hydrochloric acid. The mixture is concentrated, the residue is taken up in 30 ml of water, and the mixture is rendered alkaline with potassium carbonate, extracted five times with 50 ml of chloroform each time, dried over potassium carbonate and concentrated, and the residue is distilled. The reactants are CC(CC(C)C)C1=C(N)C=CC=C1 (2-(1,3-dimethylbutyl)aniline), [H][H] (hydrogen). The reagents and catalysts are [Ru] (Ru/C). The solvent is O1CCCC1 (tetrahydrofuran). The product is CC(CC(C)C)C1C(CCCC1)N (2-(1,3-dimethylbutyl)cyclohexanamine). RXN SMILES: [CH3:1][CH:2]([C:7]1[CH:13]=[CH:12][CH:11]=[CH:10][C:8]=1[NH2:9])[CH2:3][CH:4]([CH3:6])[CH3:5].[H][H]>O1CCCC1.[Ru]>[CH3:1][CH:2]([CH:7]1[CH2:13][CH2:12][CH2:11][CH2:10][CH:8]1[NH2:9])[CH2:3][CH:4]([CH3:5])[CH3:6]. Procedure details: 5 g of Ru/C (5%) are added to a solution comprising 20.0 g (0.113 mol) of 2-(1,3-dimethylbutyl)aniline in 300 ml of tetrahydrofuran, and the mixture is hydrogenated with 100 bar of hydrogen at 120° C. for 24 hours. After cooling to room temperature, the catalyst is filtered off through Celite 545 and the product is concentrated under reduced pressure. This gives 19.1 g (92.4% of theory) of 2-(1,3-dimethylbutyl)cyclohexanamine having a purity of 100% according to HPLC and a log P (pH 2.3) of 4.07... Reaction SMILES: [Br:1][C:2]1[CH:3]=[C:4]2[C:9](=[CH:10][CH:11]=1)[C:8](=[O:12])[NH:7][C:6](=[O:13])/[C:5]/2=[CH:14]\[NH:15][C:16]1[CH:21]=[CH:20][C:19]([CH2:22][N:23]2[CH2:28][CH2:27][O:26][CH2:25][CH2:24]2)=[CH:18][CH:17]=1.BrC1C=C2C(=CC=1)[C:36](=[O:40])NC(=O)C2=CNC1C=CC(N2CC(C)NC(C)C2)=CC=1>>[Br:1][C:2]1[CH:3]=[C:4]2[C:9](=[CH:10][CH:11]=1)[C:8](=[O:12])[NH:7][C:6](=[O:13])/[C:5]/2=[CH:14]/[O:40][CH3:36].[N:23]1([CH2:22][C:19]2[CH:20]=[CH:21][C:16]([NH2:15])=[CH:17][CH:18]=2)[CH2:28][CH2:27][O:26][CH2:25][CH2:24]1. Procedure: Using the procedure described for the preparation of 4Z)-6-bromo-4-({[4-(3,5-dimethylpiperazin-1-yl)phenyl]amino}methylene)isoquinoline-1,3(2H,4H)-dione (24), 2.38 g (75.9% yield) of light brown solid is obtained from 2.0 g (7.09 mmol) of (4E)-6-bromo-4-(methoxymethylene)isoquinoline-1,3(2H,4H)-dione, and 1.63 g (8.5 mmol) of 4-Morpholin-4-ylmethyl-phenylamine mp 209-210° C.; MS (ESI) m/z 442.1 (M+H)+1 The product is BrC=1C=C2\C(\C(NC(C2=CC1)=O)=O)=C/OC ((4E)-6-bromo-4-(methoxymethylene)isoquinoline-1,3(2H,4H)-dione), N1(CCOCC1)CC1=CC=C(C=C1)N (4-Morpholin-4-ylmethyl-phenylamine). Reactants: BrC=1C=C2/C(/C(NC(C2=CC1)=O)=O)=C/NC1=CC=C(C=C1)CN1CCOCC1 ((4Z)-6-Bromo-4-({[4-(morpholin-4-ylmethyl)phenyl]amino}methylene)isoquinoline-1,3(2H,4H)-dione), BrC=1C=C2C(C(NC(C2=CC1)=O)=O)=CNC1=CC=C(C=C1)N1CC(NC(C1)C)C (6-bromo-4-({[4-(3,5-dimethylpiperazin-1-yl)phenyl]amino}methylene)isoquinoline-1,3(2H,4H)-dione).